Dataset: the Open Reaction Database (ORD), a public repository of structured organic reaction records. Task: describe an organic reaction: reactants, conditions, products, and yield Reactants: ClCCl, COc1ccc(S(=O)(=O)C2=CCN(C(=O)OC(C)(C)C)N(S(=O)(=O)c3ccc(OC)cc3)C=C2)cc1, O=C(O)C(F)(F)F. Product: COc1ccc(S(=O)(=O)C2=CCN(C(=O)O)N(S(=O)(=O)c3ccc(OC)cc3)C=C2)cc1. RXN SMILES: [CH2:44]([Cl:45])[Cl:46].[CH3:1][O:2][c:3]1[cH:4][cH:5][c:6]([S:9](=[O:10])(=[O:11])[N:12]2[N:13]([C:30](=[O:31])[O:32][C:33]([CH3:34])([CH3:35])[CH3:36])[CH2:14][CH:15]=[C:16]([S:19](=[O:20])(=[O:21])[c:22]3[cH:23][cH:24][c:25]([O:28][CH3:29])[cH:26][cH:27]3)[CH:17]=[CH:18]2)[cH:7][cH:8]1.[OH:37][C:38]([C:39]([F:40])([F:41])[F:42])=[O:43]>>[CH3:1][O:2][c:3]1[cH:4][cH:5][c:6]([S:9](=[O:10])(=[O:11])[N:12]2[N:13]([C:30](=[O:31])[OH:32])[CH2:14][CH:15]=[C:16]([S:19](=[O:20])(=[O:21])[c:22]3[cH:23][cH:24][c:25]([O:28][CH3:29])[cH:26][cH:27]3)[CH:17]=[CH:18]2)[cH:7][cH:8]1. The reactants are CI (methyl iodide), N1(CCOCC1)CCCNC(=O)C1=CC2=CC=CC=C2C=C1O (3-hydroxynaphthalene-2-carboxylic acid (3-morpholin-4-ylpropyl)amide). The yield is 68.3%. RXN SMILES: [CH3:1][I:2].[N:3]1([CH2:9][CH2:10][CH2:11][NH:12][C:13]([C:15]2[C:24]([OH:25])=[CH:23][C:22]3[C:17](=[CH:18][CH:19]=[CH:20][CH:21]=3)[CH:16]=2)=[O:14])[CH2:8][CH2:7][O:6][CH2:5][CH2:4]1>ClC1C=CC=CC=1>[I-:2].[OH:25][C:24]1[C:15]([C:13]([NH:12][CH2:11][CH2:10][CH2:9][N+:3]2([CH3:1])[CH2:8][CH2:7][O:6][CH2:5][CH2:4]2)=[O:14])=[CH:16][C:17]2[C:22]([CH:23]=1)=[CH:21][CH:20]=[CH:19][CH:18]=2 |f:3.4|. Product: [I-].OC=1C(=CC2=CC=CC=C2C1)C(=O)NCCC[N+]1(CCOCC1)C (4-{3-[(3-Hydroxynaphthalene-2-carbonyl)amino]propyl}-4-methylmorpholin-4-ium Iodide). Solvent: ClC1=CC=CC=C1 (chlorobenzene). Procedure details: 6.2 g of methyl iodide were added dropwise at 80° C. to a solution of 12.6 g of 3-hydroxynaphthalene-2-carboxylic acid (3-morpholin-4-ylpropyl)amide (RN 10155-47-2) in 60 ml of chlorobenzene. After refluxing for 4 hours, the suspension was cooled, filtered on a sinter funnel and spin-filtered. The white precipitate was washed with 20 ml of chlorobenzene and then with 20 ml of petroleum ether. The precipitate was then dried under vacuum. 12.5 g of a white solid of 4-{3-[(3-hydroxynaphthalene-2-ca... Reactants: BrC1=CC(=C(C=C1)C(C)(C)O)OC (2-(4-bromo-2-methoxyphenyl)propan-2-ol), ClC1=C(C=C2C(=CNC2=C1)C(=O)OC)B1OCC(CO1)(C)C (methyl 6-chloro-5-(5,5-dimethyl-1,3,2-dioxaborinan-2-yl)-1H-indole-3-carboxylate), C(C)O (ethanol), C([O-])([O-])=O.[K+].[K+] (potassium carbonate). Reagents/catalysts: C1=CC=C(C=C1)P([C-]2C=CC=C2)C3=CC=CC=C3.C1=CC=C(C=C1)P([C-]2C=CC=C2)C3=CC=CC=C3.Cl[Pd]Cl.[Fe+2] (Pd(dppf)Cl2). The solvent is C1(=CC=CC=C1)C (toluene), O1CCCC1 (tetrahydrofuran). Reaction conditions: temperature 115 celsius. Yields the product ClC1=C(C=C2C(=CNC2=C1)C(=O)OC)C1=CC(=C(C=C1)C(C)(C)O)OC (methyl 6-chloro-5-(4-(2-hydroxypropan-2-yl)-3-methoxyphenyl)-1H-indole-3-carboxylate). Yield: 60.2%. Reaction SMILES: Br[C:2]1[CH:7]=[CH:6][C:5]([C:8]([OH:11])([CH3:10])[CH3:9])=[C:4]([O:12][CH3:13])[CH:3]=1.[Cl:14][C:15]1[CH:23]=[C:22]2[C:18]([C:19]([C:24]([O:26][CH3:27])=[O:25])=[CH:20][NH:21]2)=[CH:17][C:16]=1B1OCC(C)(C)CO1.C(O)C.C(=O)([O-])[O-].[K+].[K+]>C1(C)C=CC=CC=1.C1C=CC(P(C2C=CC=CC=2)[C-]2C=CC=C2)=CC=1.C1C=CC(P(C2C=CC=CC=2)[C-]2C=CC=C2)=CC=1.Cl[Pd]Cl.[Fe+2].O1CCCC1>[Cl:14][C:15]1[CH:23]=[C:22]2[C:18]([C:19]([C:24]([O:26][CH3:27])=[O:25])=[CH:20][NH:21]2)=[CH:17][C:16]=1[C:2]1[CH:7]=[CH:6][C:5]([C:8]([OH:11])([CH3:10])[CH3:9])=[C:4]([O:12][CH3:13])[CH:3]=1 |f:3.4.5,7.8.9.10|. Procedure: To a solution of 2-(4-bromo-2-methoxyphenyl)propan-2-ol (50.0 mg, 0.20 mmol) in toluene (0.81 mL) was added methyl 6-chloro-5-(5,5-dimethyl-1,3,2-dioxaborinan-2-yl)-1H-indole-3-carboxylate (72 mg, 0.22 mmol), ethanol (0.43 mL), and tetrahydrofuran (0.43 mL). This was followed by the addition of 2M potassium carbonate aqueous (0.58 mL, 1.2 mmol). The reaction was evacuated and back filled with nitrogen (3×) then Pd(dppf)Cl2 (19.0 mg, 0.023 mmol) was added and the reaction heated to 115° C. for 3 ... Product: CC(C)(C)C(=O)OCOC(=O)C1CCc2c(c3ccccc3n2C(=O)c2ccccc2)C1. Reaction SMILES: [C:1]([c:2]1[cH:3][cH:4][cH:5][cH:6][cH:7]1)(=[O:8])[n:9]1[c:10]2[cH:11][cH:12][cH:13][cH:14][c:15]2[c:16]2[c:21]1[CH2:20][CH2:19][CH:18]([C:22](=[O:23])[OH:24])[CH2:17]2.[C:25](=[O:26])([OH:27])[O-:28].[C:30]([C:31]([CH3:32])([CH3:33])[CH3:34])(=[O:35])[O:36][CH2:37][Cl:38].[CH3:39][N:40]([CH3:41])[CH:42]=[O:43].[K+:29]>>[C:1]([c:2]1[cH:3][cH:4][cH:5][cH:6][cH:7]1)(=[O:8])[n:9]1[c:10]2[cH:11][cH:12][cH:13][cH:14][c:15]2[c:16]2[c:21]1[CH2:20][CH2:19][CH:18]([C:22](=[O:23])[O:24][CH2:37][O:36][C:30]([C:31]([CH3:32])([CH3:33])[CH3:34])=[O:35])[CH2:17]2. Reactants: O=C(O)C1CCc2c(c3ccccc3n2C(=O)c2ccccc2)C1, O=C([O-])O, CC(C)(C)C(=O)OCCl, CN(C)C=O, [K+]. The reactants are OC(CNCCCCCCCCCCCCCCCC)CO (N-(2,3-dihydroxypropyl)-N-hexadecylamine), [OH-].[K+] (potassium hydroxide), OC(C(=O)OC)CCCCCCCCCCCCCC (methyl 2-hydroxyhexadecanoate). The product is OC(CN(C(C(CCCCCCCCCCCCCC)O)=O)CCCCCCCCCCCCCCCC)CO (N-(2,3-dihydroxypropyl)-N-hexadecyl-2-hydroxyhexadecanamide). RXN SMILES: [OH:1][CH:2]([CH2:21][OH:22])[CH2:3][NH:4][CH2:5][CH2:6][CH2:7][CH2:8][CH2:9][CH2:10][CH2:11][CH2:12][CH2:13][CH2:14][CH2:15][CH2:16][CH2:17][CH2:18][CH2:19][CH3:20].[OH-].[K+].[OH:25][CH:26]([CH2:31][CH2:32][CH2:33][CH2:34][CH2:35][CH2:36][CH2:37][CH2:38][CH2:39][CH2:40][CH2:41][CH2:42][CH2:43][CH3:44])[C:27]([O:29]C)=O>>[OH:1][CH:2]([CH2:21][OH:22])[CH2:3][N:4]([CH2:5][CH2:6][CH2:7][CH2:8][CH2:9][CH2:10][CH2:11][CH2:12][CH2:13][CH2:14][CH2:15][CH2:16][CH2:17][CH2:18][CH2:19][CH3:20])[C:27](=[O:29])[CH:26]([OH:25])[CH2:31][CH2:32][CH2:33][CH2:34][CH2:35][CH2:36][CH2:37][CH2:38][CH2:39][CH2:40][CH2:41][CH2:42][CH2:43][CH3:44] |f:1.2|. Procedure: N-(2,3-dihydroxypropyl)-N-hexadecylamine (1.0 g, 0.0032 mole) and potassium hydroxide (0.01 g, 0.18 mmole) were heated to 85° C. under vacuum and methyl 2-hydroxyhexadecanoate (0.907 g, 0.0032 mole) was heated and added dropwise to the reaction. The reaction was heated under vacuum for 6 hours. A waxy off-white solid was obtained (crude yield=1.79 g). The waxy solid was recrystalized from hot hexane (yield=0.94 g). Starting materials: CN1C(=NC=C1C#C[Si](C)(C)C)C(C)(C)O (2-(1-Methyl-5-trimethylsilanylethynyl-1H-imidazol-2-yl)-propan-2-ol), CCCC[N+](CCCC)(CCCC)CCCC.[F-] (TBAF). The solvent is O (water), C1CCOC1 (THF), C1CCOC1 (THF). Conditions: time 8 hour. Yields the product C(#C)C1=CN=C(N1C)C(C)(C)O (2-(5-ethynyl-1-methyl-1H-imidazol-2-yl)-propan-2-ol). The yield is 84.1%. As a reaction SMILES: [CH3:1][N:2]1[C:6]([C:7]#[C:8][Si](C)(C)C)=[CH:5][N:4]=[C:3]1[C:13]([OH:16])([CH3:15])[CH3:14].CCCC[N+](CCCC)(CCCC)CCCC.[F-]>C1COCC1.O>[C:7]([C:6]1[N:2]([CH3:1])[C:3]([C:13]([OH:16])([CH3:14])[CH3:15])=[N:4][CH:5]=1)#[CH:8] |f:1.2|. Procedure details: To 2-(1-Methyl-5-trimethylsilanylethynyl-1H-imidazol-2-yl)-propan-2-ol (100 mg, 0.42 mmol) in 5 mL of THF was added IM TBAF in THF (1.3 mL, 1.3 mmol). The reaction was stirred at rt overnight, and then was diluted with 50 mL of water and extracted with EtOAc (3×50 mL). The combined extracts were washed with brine and dried with MgSO4, filtered, and concentrated to provide 58 mg of 2-(5-ethynyl-1-methyl-1H-imidazol-2-yl)-propan-2-ol. Starting materials: C(C1=CC=CC=C1)N1CC(OCC1=O)C=C1C2=C(CCC3=C1C=CC=C3)C=CC=C2 (5-(4-benzyl-5-oxomorpholin-2-yl)methylidene-10,11-dihydro-5H-dibenzo[a,d]cycloheptene), [H-].[Al+3].[Li+].[H-].[H-].[H-] (lithium aluminum hydride), O (water). Run in O1CCCC1 (tetrahydrofuran), O1CCCC1 (tetrahydrofuran). Run at time 1 hour. Product: C(C1=CC=CC=C1)N1CC(OCC1)C=C1C2=C(CCC3=C1C=CC=C3)C=CC=C2 (5-(4-benzylmorpholin-2-yl)methylidene-10,11-dihydro-5H-dibenzo[a,d]cycloheptene). As a reaction SMILES: [H-].[Al+3].[Li+].[H-].[H-].[H-].[CH2:7]([N:14]1[C:19](=O)[CH2:18][O:17][CH:16]([CH:21]=[C:22]2[C:28]3[CH:29]=[CH:30][CH:31]=[CH:32][C:27]=3[CH2:26][CH2:25][C:24]3[CH:33]=[CH:34][CH:35]=[CH:36][C:23]2=3)[CH2:15]1)[C:8]1[CH:13]=[CH:12][CH:11]=[CH:10][CH:9]=1.O>O1CCCC1>[CH2:7]([N:14]1[CH2:19][CH2:18][O:17][CH:16]([CH:21]=[C:22]2[C:23]3[CH:36]=[CH:35][CH:34]=[CH:33][C:24]=3[CH2:25][CH2:26][C:27]3[CH:32]=[CH:31][CH:30]=[CH:29][C:28]2=3)[CH2:15]1)[C:8]1[CH:9]=[CH:10][CH:11]=[CH:12][CH:13]=1 |f:0.1.2.3.4.5|. Procedure details: To a suspension of lithium aluminum hydride (0.05 g) in anhydrous tetrahydrofuran (7 ml) was added a solution of 5-(4-benzyl-5-oxomorpholin-2-yl)methylidene-10,11-dihydro-5H-dibenzo[a,d]cycloheptene (0.55 g) in anhydrous tetrahydrofuran (15 ml) under ice-cooling, and the resulting mixture was stirred at room temperature for one hour and refluxed with stirring for 7 hours. The reaction mixture was cooled, admixed with water and extracted with ether. The ether extract was dried over anhydrous sodi... The reactants are [N+](=O)([O-])C=1C=NNC1 (4-nitropyrazole), C([O-])([O-])=O.[Cs+].[Cs+] (cesium carbonate), C1[C@@H](C)O1 ((R)-propylene oxide). Reaction conditions: time 64 hour. Product: NC=1C=NN(C1)C[C@@H](C)O ((R)-1-(4-amino-1H-pyrazol-1-yl)propan-2-ol). As a reaction SMILES: [N+:1]([C:4]1[CH:5]=[N:6][NH:7][CH:8]=1)([O-])=O.C(=O)([O-])[O-].[Cs+].[Cs+].[CH2:15]1[O:18][C@@H:16]1[CH3:17]>>[NH2:1][C:4]1[CH:5]=[N:6][N:7]([CH2:15][C@H:16]([OH:18])[CH3:17])[CH:8]=1 |f:1.2.3|. Procedure details: To a solution of 4-nitropyrazole (44.7 mg, 0.395 mmol, 1 equiv) in (R)-propylene oxide (1 mL) was added cesium carbonate (78 mg, 0.24 mmol, 0.61 equiv) at 24° C. After 64 h, the reaction mixture was partitioned between ethyl acetate (3 mL) and half-saturated aqueous sodium chloride solution (3 mL). The organic was separated, and the remaining aqueous phase was extracted with ethyl acetate (2×3 mL). The collected organic was dried over anhydrous sodium sulfate, filtered, and concentrated. The res...